From a dataset of the Open Reaction Database (ORD), a public repository of structured organic reaction records. describe an organic reaction: reactants, conditions, products, and yield The reactants are O=C(OO)c1cccc(Cl)c1, CS(=O)(=O)c1nc(OCC(F)(F)F)c(C#N)c(N2CCC(c3ccc(F)cc3)CC2)n1, NCCO, C1COCCO1. The product is N#Cc1c(OCC(F)(F)F)nc(NCCO)nc1N1CCC(c2ccc(F)cc2)CC1. RXN SMILES: [Cl:1][c:2]1[cH:3][cH:4][cH:5][c:6]([C:7]([O:8][OH:9])=[O:10])[cH:11]1.[F:12][c:13]1[cH:14][cH:15][c:16]([CH:19]2[CH2:20][CH2:21][N:22]([c:25]3[n:26][c:27]([S:39]([CH3:40])(=[O:41])=[O:42])[n:28][c:29]([O:33][CH2:34][C:35]([F:36])([F:37])[F:38])[c:30]3[C:31]#[N:32])[CH2:23][CH2:24]2)[cH:17][cH:18]1.[NH2:43][CH2:44][CH2:45][OH:46].[O:47]1[CH2:48][CH2:49][O:50][CH2:51][CH2:52]1>>[F:12][c:13]1[cH:14][cH:15][c:16]([CH:19]2[CH2:20][CH2:21][N:22]([c:25]3[n:26][c:27]([NH:43][CH2:44][CH2:45][OH:46])[n:28][c:29]([O:33][CH2:34][C:35]([F:36])([F:37])[F:38])[c:30]3[C:31]#[N:32])[CH2:23][CH2:24]2)[cH:17][cH:18]1.